Dataset: the Open Reaction Database (ORD), a public repository of structured organic reaction records. Task: describe an organic reaction: reactants, conditions, products, and yield Starting materials: COc1ccc(CN(Cc2ccc(OC)cc2)c2nc(C)nc(-c3cccnc3F)n2)cc1, Nc1ccc2c(c1)OC(F)(F)O2. The product is COc1ccc(CN(Cc2ccc(OC)cc2)c2nc(C)nc(-c3cccnc3Nc3ccc4c(c3)OC(F)(F)O4)n2)cc1. As a reaction SMILES: [F:13][c:14]1[n:15][cH:16][cH:17][cH:18][c:19]1-[c:20]1[n:21][c:22]([N:27]([CH2:28][c:29]2[cH:30][cH:31][c:32]([O:35][CH3:36])[cH:33][cH:34]2)[CH2:37][c:38]2[cH:39][cH:40][c:41]([O:44][CH3:45])[cH:42][cH:43]2)[n:23][c:24]([CH3:26])[n:25]1.[F:1][C:2]1([F:12])[O:3][c:4]2[c:5]([cH:7][cH:8][c:9]([NH2:11])[cH:10]2)[O:6]1>>[F:1][C:2]1([F:12])[O:3][c:4]2[c:5]([cH:7][cH:8][c:9]([NH:11][c:14]3[n:15][cH:16][cH:17][cH:18][c:19]3-[c:20]3[n:21][c:22]([N:27]([CH2:28][c:29]4[cH:30][cH:31][c:32]([O:35][CH3:36])[cH:33][cH:34]4)[CH2:37][c:38]4[cH:39][cH:40][c:41]([O:44][CH3:45])[cH:42][cH:43]4)[n:23][c:24]([CH3:26])[n:25]3)[cH:10]2)[O:6]1. Reactants: M-indole, C1=CC=CC2=NC=C3C=CC=CC3=C12 (phenanthridine), FC(OC1=C(C(=O)Cl)C=CC=C1)(F)F (2-(trifluoromethoxy)benzoyl chloride), N1C=CC2=CC=CC=C12 (indole). The product is N1C=C(C2=CC=CC=C12)C1N(C=2C=CC=CC2C2=CC=CC=C12)C(=O)C1=C(C=CC=C1)OC(F)(F)F ([6-(1H-Indol-3-yl)-6H-phenanthridin-5-yl]-(2-trifluoromethoxy-phenyl)-methanone). RXN SMILES: [CH:1]1[C:14]2[C:5](=[N:6][CH:7]=[C:8]3[C:13]=2[CH:12]=[CH:11][CH:10]=[CH:9]3)[CH:4]=[CH:3][CH:2]=1.[F:15][C:16]([F:28])([F:27])[O:17][C:18]1[CH:26]=[CH:25][CH:24]=[CH:23][C:19]=1[C:20](Cl)=[O:21].[NH:29]1[C:37]2[C:32](=[CH:33][CH:34]=[CH:35][CH:36]=2)[CH:31]=[CH:30]1>>[NH:29]1[C:37]2[C:32](=[CH:33][CH:34]=[CH:35][CH:36]=2)[C:31]([CH:7]2[C:8]3[C:13](=[CH:12][CH:11]=[CH:10][CH:9]=3)[C:14]3[CH:1]=[CH:2][CH:3]=[CH:4][C:5]=3[N:6]2[C:20]([C:19]2[CH:23]=[CH:24][CH:25]=[CH:26][C:18]=2[O:17][C:16]([F:28])([F:27])[F:15])=[O:21])=[CH:30]1. Procedure: [6-(1H-Indol-3-yl)-6H-phenanthridin-5-yl]-(2-trifluoromethoxy-phenyl)-methanone was prepared from phenanthridine, 2-(trifluoromethoxy)benzoyl chloride, and indole according to GP 2. Yield, 31%. 1H-NMR (DMSO-d6): δ=6.16 (s, br., 1H), 6.25 (d, J=7.9 Hz, 1H), 6.72 (t, J=7.6 Hz, 1H), 7.00-7.12 (m, 4H), 7.23-7.29 (m, 1H), 7.36 (s, br., 1H), 7.37-7.59 (m, 6H), 7.85-7.95 (m, 2H), 8.05 (d, J=7.5 Hz, 1H), 10.68 (s, 1H); (+)-ESI-MS: m/z=485 [M+H]+, 368 [M-indole+H]+; (−)-ESI-MS: m/z=483 (M−H)−.